From a dataset of the Open Reaction Database (ORD), a public repository of structured organic reaction records. describe an organic reaction: reactants, conditions, products, and yield Reactants: OC1C(CCCC1)=O (2-hydroxycyclohexanone), C1(=CC=CC=C1)NC(=O)N (phenylurea), C(CCCCC)O (hexanol). Product: C1(=CC=CC=C1)N1C(NC2=C1CCCC2)=O (1-phenyl-4,5,6,7-tetrahydro-2H-benzimidazol-2-one). The yield is 29.6%. RXN SMILES: O[CH:2]1[CH2:7][CH2:6][CH2:5][CH2:4][C:3]1=O.[C:9]1([NH:15][C:16]([NH2:18])=[O:17])[CH:14]=[CH:13][CH:12]=[CH:11][CH:10]=1.C(O)CCCCC>>[C:2]1([N:15]2[C:9]3[CH2:14][CH2:13][CH2:12][CH2:11][C:10]=3[NH:18][C:16]2=[O:17])[CH:7]=[CH:6][CH:5]=[CH:4][CH:3]=1. Procedure details: A mixture of 4.5 g (39.4 mmol) of 2-hydroxycyclohexanone, 7.5 g (55 mmol) of phenylurea and 7 ml of hexanol is stirred under reflux for 20 hours. The mixture is concentrated under vacuum and the solid residue is recrystallized from acetone, and 2.5 g of product, m.p.=220° C., are recovered. Yield—29.6%. The reactants are NC1=NC=C(C(=C1)C)Br (2-amino-5-bromo-4-methylpyridine), N1(CCCCC1)S(=O)(=O)C1=CC=C(C=C1)S (4-(N -piperidinylsulfonyl)thiophenol), ClC1=C(C=CC(=C1)Cl)S(=O)(=O)Cl (2,4-dichlorophenylsulfonyl chloride). Product: ClC1=C(C=CC(=C1)Cl)S(=O)(=O)NC1=NC=C(C(=C1)C)SC1=CC=C(C=C1)S(=O)(=O)N1CCCCC1 (2,4-Dichloro-N-{4-methyl-5-[4-(piperidine-1-sulfonyl) -phenylsulfanyl]-pyridin-2-yl}-benzenesulfonamide). As a reaction SMILES: [NH2:1][C:2]1[CH:7]=[C:6]([CH3:8])[C:5](Br)=[CH:4][N:3]=1.[N:10]1([S:16]([C:19]2[CH:24]=[CH:23][C:22]([SH:25])=[CH:21][CH:20]=2)(=[O:18])=[O:17])[CH2:15][CH2:14][CH2:13][CH2:12][CH2:11]1.[Cl:26][C:27]1[CH:32]=[C:31]([Cl:33])[CH:30]=[CH:29][C:28]=1[S:34](Cl)(=[O:36])=[O:35]>>[Cl:26][C:27]1[CH:32]=[C:31]([Cl:33])[CH:30]=[CH:29][C:28]=1[S:34]([NH:1][C:2]1[CH:7]=[C:6]([CH3:8])[C:5]([S:25][C:22]2[CH:21]=[CH:20][C:19]([S:16]([N:10]3[CH2:11][CH2:12][CH2:13][CH2:14][CH2:15]3)(=[O:18])=[O:17])=[CH:24][CH:23]=2)=[CH:4][N:3]=1)(=[O:36])=[O:35]. Procedure: Prepared from 2-amino-5-bromo-4-methylpyridine and 4-(N -piperidinylsulfonyl)thiophenol according to General Method 11 step 1 followed by reaction with 2,4-dichlorophenylsulfonyl chloride according to General Method 11 step 2. 1H NMR (CDCl3): 13.00 (1 H, br s, NH), 8.38 (1 H, s, A-ring CH ortho to 2×Cl), 8.13 (1 H, d, J 11 Hz, A-ring CH ortho to SO2NH), 7.53 & 7.05 (2×2 H, 2×d, 2×J 10 Hz, Ar CH's of C-ring), 7.43 & 7.14 (2×1 H, 2×s, pyridyl CH's), 7.34 (1 H, d, J 11 Hz, A-ring CH ortho to Cl), 2...